From a dataset of the Open Reaction Database (ORD), a public repository of structured organic reaction records. describe an organic reaction: reactants, conditions, products, and yield The product is COc1cc(N(C(=O)c2ccc(Cl)cc2Cl)c2nc(C(=O)O)cs2)ccc1Cl. The reactants are O=C([O-])[O-], C1CCOC1, O=C(Cl)c1ccc(Cl)cc1Cl, COc1cc(Nc2nc(C(=O)O)cs2)ccc1Cl, [K+], [K+]. Reaction SMILES: [C:30](=[O:31])([O-:32])[O-:33].[CH2:36]1[O:37][CH2:38][CH2:39][CH2:40]1.[Cl:19][c:20]1[c:21]([C:22](=[O:23])[Cl:24])[cH:25][cH:26][c:27]([Cl:29])[cH:28]1.[Cl:1][c:2]1[c:3]([O:17][CH3:18])[cH:4][c:5]([NH:8][c:9]2[s:10][cH:11][c:12]([C:14](=[O:15])[OH:16])[n:13]2)[cH:6][cH:7]1.[K+:34].[K+:35]>>[Cl:1][c:2]1[c:3]([O:17][CH3:18])[cH:4][c:5]([N:8]([c:9]2[s:10][cH:11][c:12]([C:14](=[O:15])[OH:16])[n:13]2)[C:22]([c:21]2[c:20]([Cl:19])[cH:28][c:27]([Cl:29])[cH:26][cH:25]2)=[O:23])[cH:6][cH:7]1. Reactants: C(C1=CC=CC=C1)OC1=CC=C2C(=N1)NC=N2 (5-(benzyloxy)-3H-imidazo[4,5-b]pyridine), ClC=1C(=C(C=CC1)B(O)O)F (3-chloro-2-fluorophenylboronic acid). Product: ClC=1C(=C(C=CC1)N1C=NC=2C1=NC(=CC2)O)F (3-(3-Chloro-2-fluorophenyl)-3H-imidazo[4,5-b]pyridin-5-ol). As a reaction SMILES: C([O:8][C:9]1[N:14]=[C:13]2[NH:15][CH:16]=[N:17][C:12]2=[CH:11][CH:10]=1)C1C=CC=CC=1.[Cl:18][C:19]1[C:20]([F:28])=[C:21](B(O)O)[CH:22]=[CH:23][CH:24]=1>>[Cl:18][C:19]1[C:20]([F:28])=[C:21]([N:15]2[C:13]3=[N:14][C:9]([OH:8])=[CH:10][CH:11]=[C:12]3[N:17]=[CH:16]2)[CH:22]=[CH:23][CH:24]=1. Procedure: From 5-(benzyloxy)-3H-imidazo[4,5-b]pyridine and 3-chloro-2-fluorophenylboronic acid, prepared in a similar manner as the one described in Example 1.26, the title compound was obtained. LCMS m/z=263.9 [M+H]+; 1H NMR (400 MHz, methanol-d4) δ ppm 6.73 (d, J=8.7 Hz, 1H), 7.39 (td, J1=8.2 Hz, J2=1.5 Hz, 1H), 7.68 (m, 2H), 8.00 (d, J=8.7 Hz, 1H), 8.36 (s, 1H). Starting materials: CCc1sc(Br)cc1Br, CC(=O)[O-], CC(=O)[O-], [Li]CCCC, C1CCOC1, CCCCCC, COB(OC)OC, CCOCC, Clc1ccc(I)cc1, [Na+], [Na+], O=C([O-])[O-], [Pd+2], c1ccc(P(c2ccccc2)c2ccccc2)cc1. Product: CCc1sc(-c2ccc(Cl)cc2)cc1Br. Reaction SMILES: [Br:1][c:2]1[c:3]([CH2:8][CH3:9])[s:4][c:5]([Br:7])[cH:6]1.[C:66]([O-:67])(=[O:68])[CH3:69].[C:71]([O-:72])(=[O:73])[CH3:74].[CH2:10]([Li:11])[CH2:12][CH2:13][CH3:14].[CH2:75]1[O:76][CH2:77][CH2:78][CH2:79]1.[CH3:15][CH2:16][CH2:17][CH2:18][CH2:19][CH3:20].[CH3:21][O:22][B:23]([O:24][CH3:25])[O:26][CH3:27].[CH3:61][CH2:62][O:63][CH2:64][CH3:65].[Cl:47][c:48]1[cH:49][cH:50][c:51]([I:54])[cH:52][cH:53]1.[Na+:55].[Na+:56].[O-:57][C:58](=[O:59])[O-:60].[Pd+2:70].[c:28]1([P:29]([c:30]2[cH:31][cH:32][cH:33][cH:34][cH:35]2)[c:36]2[cH:37][cH:38][cH:39][cH:40][cH:41]2)[cH:42][cH:43][cH:44][cH:45][cH:46]1>>[Br:1][c:2]1[c:3]([CH2:8][CH3:9])[s:4][c:5](-[c:51]2[cH:50][cH:49][c:48]([Cl:47])[cH:53][cH:52]2)[cH:6]1. Conditions: temperature 66 celsius. Yields the product CC=1C(N=C=O)=CC(N=C=O)=CC1 (toluene diisocyanate). Procedure details: The half capped organic diisocyanate was charged into the reaction vessel and heated to about 66° C. under a blanket of nitrogen. Heating was stopped and the Imidazoline/propylene carbonate adduct was added slowly with the methyl isobutyl ketone. An exothermic reaction occurred and the temperature of the reaction mixture increased to 94° C. and then held at this temperature until all of the isocyanate was reacted which was determined by infrared analysis of the reaction mixture. The resulting re... RXN SMILES: N1[CH2:5][CH2:4][N:3]=[CH:2]1.C1(=O)OC(C)C[O:7]1.[N-:13]=[C:14]=[O:15].[CH2:16]([C:20](C)=O)[CH:17]([CH3:19])[CH3:18]>>[CH3:19][C:17]1[C:16](=[CH:20][C:4](=[CH:5][CH:18]=1)[N:3]=[C:2]=[O:7])[N:13]=[C:14]=[O:15] |f:0.1|. The reactants are diisocyanate, N1C=NCC1.C1(OCC(C)O1)=O (Imidazoline propylene carbonate), C(C(C)C)C(=O)C (methyl isobutyl ketone), [N-]=C=O (isocyanate). The reactants are COC=1C(=CC2=C(CC(NN=C2C2=CC=CC=C2)=O)C1)OC (7,8-dimethoxy-1-phenyl-3,5-dihydro-4H-2,3-benzodiazepin-4-one), S1C2=C(C=C1C1=NNC(CC3=C1C=C(C(=C3)OCC)OCC)=O)C=CC=C2 (1-(2-benzo[b]thienyl)-7,8-diethoxy-3,5-dihydro-4H-2,3-benzodiazepin-4-one). The product is S1C2=C(C=C1C1=NN(C(CC3=C1C=C(C(=C3)OCC)OCC)=O)CC)C=CC=C2 (1-(2-benzo[b]thienyl)-7,8-diethoxy-3-ethyl-3,5-dihydro-4H-2,3-benzodiazepin-4-one). Isolated yield 72.0%. As a reaction SMILES: CO[C:3]1C(OC)=CC2C(C3C=CC=CC=3)=NNC(=O)CC=2[CH:20]=1.[S:23]1[C:27]([C:28]2[C:34]3[CH:35]=[C:36]([O:42][CH2:43][CH3:44])[C:37]([O:39][CH2:40][CH3:41])=[CH:38][C:33]=3[CH2:32][C:31](=[O:45])[NH:30][N:29]=2)=[CH:26][C:25]2[CH:46]=[CH:47][CH:48]=[CH:49][C:24]1=2>>[S:23]1[C:27]([C:28]2[C:34]3[CH:35]=[C:36]([O:42][CH2:43][CH3:44])[C:37]([O:39][CH2:40][CH3:41])=[CH:38][C:33]=3[CH2:32][C:31](=[O:45])[N:30]([CH2:3][CH3:20])[N:29]=2)=[CH:26][C:25]2[CH:46]=[CH:47][CH:48]=[CH:49][C:24]1=2. Procedure: By replacing 7,8-dimethoxy-1-phenyl-3,5-dihydro-4H-2,3-benzodiazepin-4-one VIaa in example IIIag by 1-(2-benzo[b]thienyl)-7,8-diethoxy-3,5-dihydro-4H-2,3-benzodiazepin-4-one VIab and proceeding in the same manner, the abovenamed product is obtained. Yield: 72%. M: 100–103° C. 1H-NMR (200 MHz, CDCl3): d 1.26 (t, J=7.1, 3H, CH3), 1.44 (t, J=7.0, 3H, CH3), 1.52 (t, J=7.1, 3H, CH3), 3.29–3.56 (m, 2H, 5-CH2), 3.85–4.25 (m, 6H, 3×CH2CH3), 6.87 (s, 1H Ar), 7.15 (s, 1H Ar), 7.32–7.44 (m, 3H Ar), 7.71–7.... Yields the product NCc1ccc(-c2conn2)s1. RXN SMILES: [C:13]([O:14][BH-:15]([O:16][C:17](=[O:18])[CH3:19])[O:20][C:21](=[O:22])[CH3:23])(=[O:24])[CH3:25].[CH3:27][N:28]1[CH2:29][CH2:30][CH2:31][C:32]1=[O:33].[CH:1](=[O:2])[c:3]1[cH:4][cH:5][c:6](-[c:8]2[n:9][n:10][o:11][cH:12]2)[s:7]1.[Cl:34][CH2:35][Cl:36].[Na+:26]>>[CH2:1]([c:3]1[cH:4][cH:5][c:6](-[c:8]2[n:9][n:10][o:11][cH:12]2)[s:7]1)[NH2:28]. Reactants: CC(=O)O[BH-](OC(C)=O)OC(C)=O, CN1CCCC1=O, O=Cc1ccc(-c2conn2)s1, ClCCl, [Na+]. Starting materials: CC=CC(=O)Cl, Cc1ccc2[nH]nc(N)c2c1, c1ccncc1. Product: CC=CC(=O)Nc1n[nH]c2ccc(C)cc12. RXN SMILES: [C:1]([CH:2]=[CH:3][CH3:4])(=[O:5])[Cl:6].[CH3:7][c:8]1[cH:9][c:10]2[c:11]([NH2:17])[n:12][nH:13][c:14]2[cH:15][cH:16]1.[cH:18]1[cH:19][cH:20][n:21][cH:22][cH:23]1>>[C:1]([CH:2]=[CH:3][CH3:4])(=[O:5])[NH:17][c:11]1[c:10]2[cH:9][c:8]([CH3:7])[cH:16][cH:15][c:14]2[nH:13][n:12]1.